Dataset: the Open Reaction Database (ORD), a public repository of structured organic reaction records. Task: describe an organic reaction: reactants, conditions, products, and yield Reactants: CO, Cl, NCc1ccc(C(=O)O)cc1. Yields the product Cl, COC(=O)c1ccc(CN)cc1. Reaction SMILES: [CH3:13][OH:14].[ClH:1].[NH2:2][CH2:3][c:4]1[cH:5][cH:6][c:7]([C:8](=[O:9])[OH:10])[cH:11][cH:12]1>>[ClH:1].[NH2:2][CH2:3][c:4]1[cH:5][cH:6][c:7]([C:8](=[O:9])[O:10][CH3:13])[cH:11][cH:12]1.